This data is from the Open Reaction Database (ORD), a public repository of structured organic reaction records. The task is: describe an organic reaction: reactants, conditions, products, and yield The reactants are FC(S(=O)(=O)OC1=CC=2N(C=C1)N=C(C2C(NC)=O)C2=CC=C(C=C2)F)(F)F (2-(4-fluorophenyl)-3-(methylcarbamoyl)pyrazolo[1,5-a]pyridin-5-yl trifluoromethanesulfonate), B(O)(O)C=1C=C(C(=O)O)C=CC1 (3-boronobenzoic acid), C([O-])([O-])=O.[Cs+].[Cs+] (cesium carbonate), O1CCOCC1 (dioxane), tetrakis(tiphenylphosphine)palladium(0). The solvent is O (water). Reaction conditions: temperature 95 celsius. Yields the product FC1=CC=C(C=C1)C1=NN2C(C=C(C=C2)C=2C=C(C(=O)O)C=CC2)=C1C(NC)=O (3-(2-(4-fluorophenyl)-3-(methylcarbamoyl)pyrazolo[1,5-a]pyridin-5-yl)benzoic acid). Reaction SMILES: FC(F)(F)S(O[C:7]1[CH:12]=[CH:11][N:10]2[N:13]=[C:14]([C:20]3[CH:25]=[CH:24][C:23]([F:26])=[CH:22][CH:21]=3)[C:15]([C:16](=[O:19])[NH:17][CH3:18])=[C:9]2[CH:8]=1)(=O)=O.B([C:32]1[CH:33]=[C:34]([CH:38]=[CH:39][CH:40]=1)[C:35]([OH:37])=[O:36])(O)O.C(=O)([O-])[O-].[Cs+].[Cs+].O1CCOCC1>O>[F:26][C:23]1[CH:22]=[CH:21][C:20]([C:14]2[C:15]([C:16](=[O:19])[NH:17][CH3:18])=[C:9]3[CH:8]=[C:7]([C:32]4[CH:33]=[C:34]([CH:38]=[CH:39][CH:40]=4)[C:35]([OH:37])=[O:36])[CH:12]=[CH:11][N:10]3[N:13]=2)=[CH:25][CH:24]=1 |f:2.3.4|. Reported procedure: To a degassed solution containing 2-(4-fluorophenyl)-3-(methylcarbamoyl)pyrazolo[1,5-a]pyridin-5-yl trifluoromethanesulfonate (0.19 g, 0.44 mmol), 3-boronobenzoic acid (0.11 g, 0.67 mmol), cesium carbonate (0.22 g, 0.67 mmol), dioxane (3.7 mL) and water (0.74 mL) was added tetrakis(tiphenylphosphine)palladium(0) (0.0090 g, 0.010 mmol). The solution was maintained at 95° C. for 7 h. The solution was cooled to room temperature, concentrated and dissolved in a solution containing water and methanol... Reactants: C(C)(=O)OC(C)=O (Acetic anhydride), OC(=O)C(F)(F)F.ClC=1C=CC(=C(C1)C(=O)C1CCN(CC1)C1=C(N=C2C(=N1)CNCC2)NC(C)C)F ((5-chloro-2-fluorophenyl)(1-(2-(isopropylamino)-5,6,7,8-tetrahydropyrido[3,4-b]pyrazin-3-yl)piperidin-4-yl)methanone TFA salt), N1=CC=CC=C1 (pyridine). Run in C(Cl)Cl (DCM). Run at time 1 hour. Product: ClC=1C=CC(=C(C(=O)C2CCN(CC2)C2=C(N=C3C(=N2)CN(CC3)C(C)=O)NC(C)C)C1)F (1-(3-(4-(5-chloro-2-fluorobenzoyl)piperidin-1-yl)-2-(isopropylamino)-7,8-dihydropyrido[3,4-b]pyrazin-6(5H)-yl)ethanone), C(=O)(C(F)(F)F)O (TFA). Isolated yield 206.4%. Reaction SMILES: C(O[C:5](=[O:7])[CH3:6])(=O)C.[OH:8][C:9]([C:11]([F:14])([F:13])[F:12])=[O:10].[Cl:15][C:16]1[CH:17]=[CH:18][C:19]([F:44])=[C:20]([C:22]([CH:24]2[CH2:29][CH2:28][N:27]([C:30]3[N:35]=[C:34]4[CH2:36][NH:37][CH2:38][CH2:39][C:33]4=[N:32][C:31]=3[NH:40][CH:41]([CH3:43])[CH3:42])[CH2:26][CH2:25]2)=[O:23])[CH:21]=1.N1C=CC=CC=1>C(Cl)Cl>[Cl:15][C:16]1[CH:17]=[CH:18][C:19]([F:44])=[C:20]([CH:21]=1)[C:22]([CH:24]1[CH2:29][CH2:28][N:27]([C:30]2[N:35]=[C:34]3[CH2:36][N:37]([C:5](=[O:7])[CH3:6])[CH2:38][CH2:39][C:33]3=[N:32][C:31]=2[NH:40][CH:41]([CH3:42])[CH3:43])[CH2:26][CH2:25]1)=[O:23].[C:9]([OH:10])([C:11]([F:14])([F:13])[F:12])=[O:8] |f:1.2|. Procedure: Acetic anhydride (3 μL, 0.034 mmol) was added to a solution of (5-chloro-2-fluorophenyl)(1-(2-(isopropylamino)-5,6,7,8-tetrahydropyrido[3,4-b]pyrazin-3-yl)piperidin-4-yl)methanone TFA salt (9.2 mg, 0.017 mmol) and pyridine (4 μL, 0.051 mmol) in DCM (170 μL) at rt. After 1 h, the mixture was purified by HPLC Method A to give the title compound as a TFA salt (4.0 mg, 40.4%) as a yellow film. 1H NMR (400 MHz, methanol-d4, mixture of rotamers) δ ppm 1.30-1.34 (m, 6H), 1.88-2.04 (m, 4H), 2.19 (s, 1.4... Starting materials: CCNC(=O)C1OC(n2cnc3c(Cl)nc(I)nc32)C(OC(=O)c2ccccc2)C1OC(=O)c1ccccc1, NC1CCCCC1. Yields the product CCNC(=O)C1OC(n2cnc3c(NC4CCCCC4)nc(I)nc32)C(OC(=O)c2ccccc2)C1OC(=O)c1ccccc1. Reaction SMILES: [C:1]([c:2]1[cH:3][cH:4][cH:5][cH:6][cH:7]1)(=[O:8])[O:9][CH:10]1[CH:11]([n:29]2[c:30]3[n:31][c:32]([I:39])[n:33][c:34]([Cl:38])[c:35]3[n:36][cH:37]2)[O:12][CH:13]([C:24](=[O:25])[NH:26][CH2:27][CH3:28])[CH:14]1[O:15][C:16]([c:17]1[cH:18][cH:19][cH:20][cH:21][cH:22]1)=[O:23].[NH2:40][CH:41]1[CH2:42][CH2:43][CH2:44][CH2:45][CH2:46]1>>[C:1]([c:2]1[cH:3][cH:4][cH:5][cH:6][cH:7]1)(=[O:8])[O:9][CH:10]1[CH:11]([n:29]2[c:30]3[n:31][c:32]([I:39])[n:33][c:34]([NH:40][CH:41]4[CH2:42][CH2:43][CH2:44][CH2:45][CH2:46]4)[c:35]3[n:36][cH:37]2)[O:12][CH:13]([C:24](=[O:25])[NH:26][CH2:27][CH3:28])[CH:14]1[O:15][C:16]([c:17]1[cH:18][cH:19][cH:20][cH:21][cH:22]1)=[O:23]. Reaction conditions: time 1 hour. The product is NC(CO)C(C(F)(F)F)C (2-amino-4,4,4-trifluoro-3-methylbutan-1-ol). Run in C1CCOC1 (THF). RXN SMILES: [NH2:1][CH:2]([CH:6]([CH3:11])[C:7]([F:10])([F:9])[F:8])[C:3](O)=[O:4].[Al]>C1COCC1>[NH2:1][CH:2]([CH:6]([CH3:11])[C:7]([F:10])([F:9])[F:8])[CH2:3][OH:4]. Reported procedure: To a chilled (00° C.) solution of 2-amino-4,4,4-trifluoro-3-methylbutanoic acid (736 mg, 4.30 mmol) in THF (9 mL) was added aluminum (111) lithium hydride (2.26 mL, 9.03 mmol, 4M) dropwise. After addition complete, the reaction was allowed to stir at ambient temperature for 1 hour. Cool to 0° C. and quench w/sat. Na2SO4 soln, added EtOAc (50 mL), Na2SO4, filtered, conc. in vacuo afforded material that was a mixture of the title compound and the starting material acid in a 3:2 ratio which was use... The reactants are NC(C(=O)O)C(C(F)(F)F)C (2-amino-4,4,4-trifluoro-3-methylbutanoic acid), [Al] (aluminum). The reactants are CC1=NNC(C)(c2ccccc2)C1, COC(=O)NS(=O)(=O)c1ncccc1C(F)(F)F, C1COCCO1, c1ccncc1. The product is CC1=NN(C(=O)NS(=O)(=O)c2ncccc2C(F)(F)F)C(C)(c2ccccc2)C1. RXN SMILES: [CH3:25][C:26]1=[N:27][NH:28][C:29]([c:31]2[cH:32][cH:33][cH:34][cH:35][cH:36]2)([CH3:37])[CH2:30]1.[F:7][C:8]([c:9]1[c:10]([S:15](=[O:16])(=[O:17])[NH:18][C:19]([O:20][CH3:21])=[O:22])[n:11][cH:12][cH:13][cH:14]1)([F:23])[F:24].[O:1]1[CH2:2][CH2:3][O:4][CH2:5][CH2:6]1.[cH:38]1[cH:39][cH:40][n:41][cH:42][cH:43]1>>[F:7][C:8]([c:9]1[c:10]([S:15](=[O:16])(=[O:17])[NH:18][C:19](=[O:22])[N:28]2[N:27]=[C:26]([CH3:25])[CH2:30][C:29]2([c:31]2[cH:32][cH:33][cH:34][cH:35][cH:36]2)[CH3:37])[n:11][cH:12][cH:13][cH:14]1)([F:23])[F:24]. Reaction SMILES: [CH2:1]([O:3][C:4]([C@@H:6]([NH:15][C@H:16]([C:18]([OH:20])=O)[CH3:17])[CH2:7][CH2:8][C:9]1[CH:14]=[CH:13][CH:12]=[CH:11][CH:10]=1)=[O:5])[CH3:2].ON1C2C=CC=CC=2N=N1.[C:31]1([C:37]2[S:41][CH:40]([C:42]([O:44][CH2:45][C:46]3[CH:51]=[CH:50][CH:49]=[CH:48][CH:47]=3)=[O:43])[NH:39][N:38]=2)[CH:36]=[CH:35][CH:34]=[CH:33][CH:32]=1.C1(N=C=NC2CCCCC2)CCCCC1>ClCCl>[CH2:1]([O:3][C:4]([C@@H:6]([NH:15][C@H:16]([C:18]([N:39]1[N:38]=[C:37]([C:31]2[CH:32]=[CH:33][CH:34]=[CH:35][CH:36]=2)[S:41][C@@H:40]1[C:42]([O:44][CH2:45][C:46]1[CH:47]=[CH:48][CH:49]=[CH:50][CH:51]=1)=[O:43])=[O:20])[CH3:17])[CH2:7][CH2:8][C:9]1[CH:10]=[CH:11][CH:12]=[CH:13][CH:14]=1)=[O:5])[CH3:2]. Conditions: time 2 day. Reported procedure: A stirred mixture of N-(1-(S)-ethoxycarbonyl-3-phenylpropyl)-L-alanine (3.1 g) and 1-hydroxybenzotriazole (1.7g) in dichloromethane (100ml) was treated with a solution of the product of step (a) (6.85g) in dichloromethane (25ml). A solution of dicyclohexylcarbodiimide (2.26g) in dichloromethane (20ml) was added over 20 minutes and the mixture was stirred at room temperature for 2 days under nitrogen. The product is C(C)OC(=O)[C@H](CCC1=CC=CC=C1)N[C@@H](C)C(=O)N1[C@H](SC(=N1)C1=CC=CC=C1)C(=O)OCC1=CC=CC=C1 (Benzyl 3-[N-(1-(S)-ethoxycarbonyl-3phenylpropyl)-L-alanyl]-2,3-dihydro-5-phenyl-1,3,4-thiadiazole-2-(R)-carboxylate). The solvent is ClCCl (dichloromethane), ClCCl (dichloromethane), ClCCl (dichloromethane). Starting materials: C1(=CC=CC=C1)C1=NNC(S1)C(=O)OCC1=CC=CC=C1 (Benzyl 2,3-dihydro-5-phenyl-1,3,4-thiadiazole-2-carboxylate), C1(CCCCC1)N=C=NC1CCCCC1 (dicyclohexylcarbodiimide), C(C)OC(=O)[C@H](CCC1=CC=CC=C1)N[C@@H](C)C(=O)O (N-(1-(S)-ethoxycarbonyl-3-phenylpropyl)-L-alanine), ON1N=NC2=C1C=CC=C2 (1-hydroxybenzotriazole). Starting materials: [Si](C)(C)(C(C)(C)C)OCC[C@H](C)O ((S)-4-(tert-butyldimethylsilyloxy)butan-2-ol), ( 4A ), N(=C=O)C1=C(C=C(C=C1)B1OC(C(O1)(C)C)(C)C)OC (2-(4-isocyanato-3-methoxyphenyl)-4,4,5,5-tetramethyl-1,3,2-dioxaborolane). The reagents and catalysts are CN(C1=CC=NC=C1)C (4-dimethylaminopyridine). Run in ClCCl (dichloromethane). Reaction conditions: temperature 40 celsius, time 18 hour. Product: COC1=C(C=CC(=C1)B1OC(C(O1)(C)C)(C)C)NC(O[C@@H](C)CCO[Si](C)(C)C(C)(C)C)=O ((S)-4-(tert-butyldimethylsilyloxy)butan-2-yl 2-methoxy-4-(4,4,5,5-tetramethyl-1,3,2-dioxaborolan-2-yl)phenylcarbamate). Yield: 67.2%. RXN SMILES: [Si:1]([O:8][CH2:9][CH2:10][C@@H:11]([OH:13])[CH3:12])([C:4]([CH3:7])([CH3:6])[CH3:5])([CH3:3])[CH3:2].[N:14]([C:17]1[CH:22]=[CH:21][C:20]([B:23]2[O:27][C:26]([CH3:29])([CH3:28])[C:25]([CH3:31])([CH3:30])[O:24]2)=[CH:19][C:18]=1[O:32][CH3:33])=[C:15]=[O:16]>ClCCl.CN(C)C1C=CN=CC=1>[CH3:33][O:32][C:18]1[CH:19]=[C:20]([B:23]2[O:27][C:26]([CH3:28])([CH3:29])[C:25]([CH3:30])([CH3:31])[O:24]2)[CH:21]=[CH:22][C:17]=1[NH:14][C:15](=[O:16])[O:13][C@H:11]([CH2:10][CH2:9][O:8][Si:1]([C:4]([CH3:7])([CH3:6])[CH3:5])([CH3:3])[CH3:2])[CH3:12]. Reported procedure: To (S)-4-(tert-butyldimethylsilyloxy)butan-2-ol (1.649 mmol, 337 mg) in dichloromethane (4 ml) were added mol sieves (4A), 2-(4-isocyanato-3-methoxyphenyl)-4,4,5,5-tetramethyl-1,3,2-dioxaborolane (1.374 mmol, 378 mg) and 4-dimethylaminopyridine (0.275 mmol, 33.6 mg) were added and the mixture was stirred at 40° C. (oil bath temperature) for 18 hours. The mol sieves were removed by filtration and the filtrate washed with water, dried (sodium sulfate) and concentrated in vacuo to give a crude prod... Reactants: N12CCCCCC2=NCCC1 (1,8-diazabicyclo[5.4.0]undec-7-ene), C1(=CC=C(C=C1)N(C1=CC=C(C(=O)O)C=C1)C1=CC=C(C=C1)C)C (4-(Di-p-tolylamino)benzoic acid), C(C)Br (ethyl bromide). The solvent is C1=CC=CC=C1 (benzene). The product is C1(=CC=C(C=C1)N(C1=CC=C(C(=O)OCC)C=C1)C1=CC=C(C=C1)C)C (ethyl 4-(di-p-tolylamino)benzoate). Isolated yield 75.5%. RXN SMILES: [C:1]1([CH3:24])[CH:6]=[CH:5][C:4]([N:7]([C:17]2[CH:22]=[CH:21][C:20]([CH3:23])=[CH:19][CH:18]=2)[C:8]2[CH:16]=[CH:15][C:11]([C:12]([OH:14])=[O:13])=[CH:10][CH:9]=2)=[CH:3][CH:2]=1.N12CCCN=C1CCC[CH2:27][CH2:26]2.C(Br)C>C1C=CC=CC=1>[C:1]1([CH3:24])[CH:2]=[CH:3][C:4]([N:7]([C:17]2[CH:18]=[CH:19][C:20]([CH3:23])=[CH:21][CH:22]=2)[C:8]2[CH:9]=[CH:10][C:11]([C:12]([O:14][CH2:26][CH3:27])=[O:13])=[CH:15][CH:16]=2)=[CH:5][CH:6]=1. Reported procedure: 4-(Di-p-tolylamino)benzoic acid (69.7 g, 0.22 mol) dissolved in benzene (500 mL), was treated with 1,8-diazabicyclo[5.4.0]undec-7-ene (38 mL, 0.25 mol), followed by the addition of ethyl bromide (33 mL, 0.44 mol). The reaction was filtered to remove salts, washed with saturated ammonium chloride until neutral (1.5 L), washed with water, washed with brine, and dried over magnesium sulfate. The solvent was removed at 40° C. and the residual crystalline solid was washed with cold ethanol to give et...